This data is from the Open Reaction Database (ORD), a public repository of structured organic reaction records. The task is: describe an organic reaction: reactants, conditions, products, and yield The reactants are COC(=O)c1cc2c(cc1O)-c1[nH]c3c(F)c(C(F)(F)F)c(Br)cc3c1CC2, CCO, CCOC(C)=O, [Li+], [OH-], O. Product: O=C(O)c1cc2c(cc1O)-c1[nH]c3c(F)c(C(F)(F)F)c(Br)cc3c1CC2. RXN SMILES: [CH3:1][O:2][C:3](=[O:4])[c:5]1[cH:6][c:7]2[c:8]([cH:26][c:27]1[OH:28])-[c:9]1[nH:10][c:11]3[c:12]([F:25])[c:13]([C:21]([F:22])([F:23])[F:24])[c:14]([Br:20])[cH:15][c:16]3[c:17]1[CH2:18][CH2:19]2.[CH3:29][CH2:30][OH:31].[CH3:35][CH2:36][O:37][C:38](=[O:39])[CH3:40].[Li+:34].[OH-:33].[OH2:32]>>[O:2]=[C:3]([OH:4])[c:5]1[cH:6][c:7]2[c:8]([cH:26][c:27]1[OH:28])-[c:9]1[nH:10][c:11]3[c:12]([F:25])[c:13]([C:21]([F:22])([F:23])[F:24])[c:14]([Br:20])[cH:15][c:16]3[c:17]1[CH2:18][CH2:19]2. Starting materials: BrC=1C(=C(C(=C(C(=O)OC)C1)NC1=C(C=CC=C1)F)F)F (methyl 5-bromo-3,4-difluoro-2-((2-fluorophenyl)amino)benzoate), P (phosphine), COC1=CC=C(C=C1)CS ((4-methoxyphenyl)methanethiol). Reagents/catalysts: [Pd] (Pd). The product is FC=1C(=C(C(=O)OC)C=C(C1F)SCC1=CC=C(C=C1)OC)NC1=C(C=CC=C1)F (Methyl 3,4-difluoro-2-((2-fluorophenyl)amino)-5-((4-methoxybenzyl)thio)benzoate). Reaction SMILES: Br[C:2]1[C:3]([F:21])=[C:4]([F:20])[C:5]([NH:12][C:13]2[CH:18]=[CH:17][CH:16]=[CH:15][C:14]=2[F:19])=[C:6]([CH:11]=1)[C:7]([O:9][CH3:10])=[O:8].P.[CH3:23][O:24][C:25]1[CH:30]=[CH:29][C:28]([CH2:31][SH:32])=[CH:27][CH:26]=1>[Pd]>[F:20][C:4]1[C:5]([NH:12][C:13]2[CH:18]=[CH:17][CH:16]=[CH:15][C:14]=2[F:19])=[C:6]([CH:11]=[C:2]([S:32][CH2:31][C:28]2[CH:29]=[CH:30][C:25]([O:24][CH3:23])=[CH:26][CH:27]=2)[C:3]=1[F:21])[C:7]([O:9][CH3:10])=[O:8]. Procedure details: To a solution of methyl 5-bromo-3,4-difluoro-2-((2-fluorophenyl)amino)benzoate in appropriate solvent is added base under nitrogen atmosphere, followed by Pd catalyst, phosphine ligand and (4-methoxyphenyl)methanethiol. The reaction is generally carried out at high temperature (80-130° C., prefer 90-110° C.) and normally complete within several hours (8-24 h, prefer 12-18 h). Methyl 3,4-difluoro-2-((2-fluorophenyl)amino)-5-((4-methoxybenzyl)thio)benzoate is obtained after conventional workup.